From a dataset of the Open Reaction Database (ORD), a public repository of structured organic reaction records. describe an organic reaction: reactants, conditions, products, and yield The reactants are C(C)OC(CN(C)C(CCCC1=CC=NC=C1)=O)=O (4-(Pyridin-4-yl)butanoyl-sarcosine ethyl ester), [OH-].[Na+] (NaOH). Solvent: CCO (EtOH). Reaction conditions: time 8 hour. Yields the product N1=CC=C(C=C1)CCCC(=O)N(C)CC(=O)O (4-(Pyridin-4-yl)butanoyl-sarcosine). As a reaction SMILES: C([O:3][C:4](=[O:19])[CH2:5][N:6]([C:8](=[O:18])[CH2:9][CH2:10][CH2:11][C:12]1[CH:17]=[CH:16][N:15]=[CH:14][CH:13]=1)[CH3:7])C.[OH-].[Na+]>CCO>[N:15]1[CH:14]=[CH:13][C:12]([CH2:11][CH2:10][CH2:9][C:8]([N:6]([CH2:5][C:4]([OH:19])=[O:3])[CH3:7])=[O:18])=[CH:17][CH:16]=1 |f:1.2|. Reported procedure: Ester 6-1 (324 mg, 1.22 mmol) was dissolved in 6 mL EtOH, then 1 N NaOH (2.4 mL, 2.4 mmol) was added. After stirring overnight the mixture was concentrated, rediluted with EtOAc, extracted into 10% KHSO4, then concentrated, providing acid 6-2, along with inorganic salts. Reactants: material, NC1=C2C(=NC(=C1C(=O)O)C)SC(=C2Br)C (4-amino-3-bromo-2,6-dimethylthieno[2,3-b]pyridine-5-carboxylic acid), C1(=CC=CC=C1)OC1=CC=CC=C1 (diphenyl ether), crude mixture. Reaction conditions: temperature 200 celsius. Product: BrC1=C(SC=2N=C(C=C(C21)N)C)C (3-Bromo-2,6-dimethylthieno[2,3-b]pyridin-4-amine). The yield is 109.4%. As a reaction SMILES: [NH2:1][C:2]1[C:7](C(O)=O)=[C:6]([CH3:11])[N:5]=[C:4]2[S:12][C:13]([CH3:16])=[C:14]([Br:15])[C:3]=12.C1(OC2C=CC=CC=2)C=CC=CC=1>>[Br:15][C:14]1[C:3]2[C:2]([NH2:1])=[CH:7][C:6]([CH3:11])=[N:5][C:4]=2[S:12][C:13]=1[CH3:16]. Reported procedure: To 4-amino-3-bromo-2,6-dimethylthieno[2,3-b]pyridine-5-carboxylic acid (1.95 g, 6.47 mmol) (Description 7) was added diphenyl ether (15 mL, 94 mmol) and the mixture heated at 200° C. for 4 h. This crude mixture was cooled and combined with material (1 g) from a similar reaction. Purification by chromatography on silica gel, eluting with a gradient of 0-50% ethyl acetate in cyclohexane afforded the title compound (1.82 g). LCMS (A) m/z: 257/259 [M+1]+, Rt 0.67 min (acidic). The reactants are O (water), FC(C(=O)O)(F)F.C(#N)C1=C(C(=O)N2CCNCC2)C=CC=C1 (1-(2-cyanobenzoyl)piperazine trifluoroacetate), ClC1=NC=CC(=N1)OC (2-chloro-4-methoxypyrimidine), C([O-])([O-])=O.[K+].[K+] (potassium carbonate). Solvent: CN(C)C=O (DMF). Reaction conditions: temperature 100 celsius. Product: C(#N)C1=C(C(=O)N2CCN(CC2)C2=NC=CC(=N2)OC)C=CC=C1 (2-[4-(2-cyanobenzoyl)-1-piperazinyl]-4-methoxypyrimidine). Yield: 52.0%. Reaction SMILES: FC(F)(F)C(O)=O.[C:8]([C:10]1[CH:23]=[CH:22][CH:21]=[CH:20][C:11]=1[C:12]([N:14]1[CH2:19][CH2:18][NH:17][CH2:16][CH2:15]1)=[O:13])#[N:9].Cl[C:25]1[N:30]=[C:29]([O:31][CH3:32])[CH:28]=[CH:27][N:26]=1.C(=O)([O-])[O-].[K+].[K+].O>CN(C=O)C>[C:8]([C:10]1[CH:23]=[CH:22][CH:21]=[CH:20][C:11]=1[C:12]([N:14]1[CH2:15][CH2:16][N:17]([C:25]2[N:30]=[C:29]([O:31][CH3:32])[CH:28]=[CH:27][N:26]=2)[CH2:18][CH2:19]1)=[O:13])#[N:9] |f:0.1,3.4.5|. Reported procedure: A mixture of 1.0 g (3.04 mmol) of 1-(2-cyanobenzoyl)piperazine trifluoroacetate, 0.5 g (3.35 mmol) of 2-chloro-4-methoxypyrimidine and 1.0 g (6.68 mmol) of potassium carbonate in 20 mL of DMF is heated to 100° C. for 1 hour. The solvent is eliminated at reduced pressure and water is added. The resulting solid is filtered, washed with water and purified by chromatography over silica gel, using as eluent ethyl acetate, yielding 0.51 g (1.58 mmol) of 2-[4-(2-cyanobenzoyl)-1-piperazinyl]-4-methoxypy... The reactants are C(C)(C)(C)OC(=O)N1CCC(CC1)C1CCN(CC1)CCCC1=CC=CC=C1 (1-tert-butoxycarbonyl-1′-(3-phenylpropan-1-yl)-4,4′-bipiperidine), Cl (hydrochloric acid). Run in CO (methanol). Conditions: time 6 hour. Yields the product Cl.Cl.C1(=CC=CC=C1)CCCN1CCC(CC1)C1CCNCC1 (1-(3-phenylpropan-1-yl)-4,4′-bipiperidine dihydrochloride). As a reaction SMILES: C(OC([N:8]1[CH2:13][CH2:12][CH:11]([CH:14]2[CH2:19][CH2:18][N:17]([CH2:20][CH2:21][CH2:22][C:23]3[CH:28]=[CH:27][CH:26]=[CH:25][CH:24]=3)[CH2:16][CH2:15]2)[CH2:10][CH2:9]1)=O)(C)(C)C.[ClH:29]>CO>[ClH:29].[ClH:29].[C:23]1([CH2:22][CH2:21][CH2:20][N:17]2[CH2:18][CH2:19][CH:14]([CH:11]3[CH2:12][CH2:13][NH:8][CH2:9][CH2:10]3)[CH2:15][CH2:16]2)[CH:28]=[CH:27][CH:26]=[CH:25][CH:24]=1 |f:3.4.5|. Procedure: In 20 ml of methanol was dissolved 3.425 g (8.860 mM) of 1-tert-butoxycarbonyl-1′-(3-phenylpropan-1-yl)-4,4′-bipiperidine, followed by addition of 5 ml of concentrated hydrochloric acid, and the mixture was stirred at room temperature for 6 hours. This reaction mixture was concentrated and crystallized from methanol-diethyl ether to provide the title compound. Reactants: CNC(=O)c1c(-c2ccc(F)cc2)oc2ccc(-c3cccc(C#N)c3)cc12, [Cl-], [Cl-], CC(C)C(N)CO, [Zn+2]. Product: CNC(=O)c1c(-c2ccc(F)cc2)oc2ccc(-c3cccc(C4=NC(C(C)C)CO4)c3)cc12. As a reaction SMILES: [C:1](#[N:2])[c:3]1[cH:4][c:5](-[c:9]2[cH:10][cH:11][c:12]3[c:13]([c:14]([C:24](=[O:25])[NH:26][CH3:27])[c:15](-[c:17]4[cH:18][cH:19][c:20]([F:23])[cH:21][cH:22]4)[o:16]3)[cH:28]2)[cH:6][cH:7][cH:8]1.[Cl-:36].[Cl-:38].[NH2:29][CH:30]([CH2:31][OH:32])[CH:33]([CH3:34])[CH3:35].[Zn+2:37]>>[C:1]1([c:3]2[cH:4][c:5](-[c:9]3[cH:10][cH:11][c:12]4[c:13]([c:14]([C:24](=[O:25])[NH:26][CH3:27])[c:15](-[c:17]5[cH:18][cH:19][c:20]([F:23])[cH:21][cH:22]5)[o:16]4)[cH:28]3)[cH:6][cH:7][cH:8]2)=[N:2][CH:30]([CH:33]([CH3:34])[CH3:35])[CH2:31][O:32]1. Starting materials: BrC=1C=C(SC1)C(=O)C1CC1 ((4-bromo-2-thienyl)(cyclopropyl)methanone), Cl (HCl), [OH-].[K+] (Potassium hydroxide), O.NN (hydrazine hydrate). Run in C(CO)O (ethylene glycol), O (water). Run at temperature 160 celsius. Product: BrC=1C=C(SC1)CC1CC1 (4-Bromo-2-(cyclopropylmethyl)thiophene), oil. The yield is 5.0%. RXN SMILES: [Br:1][C:2]1[CH:3]=[C:4]([C:7]([CH:9]2[CH2:11][CH2:10]2)=O)[S:5][CH:6]=1.[OH-].[K+].O.NN.Cl>C(O)CO.O>[Br:1][C:2]1[CH:3]=[C:4]([CH2:7][CH:9]2[CH2:11][CH2:10]2)[S:5][CH:6]=1 |f:1.2,3.4|. Reported procedure: (4-bromo-2-thienyl)(cyclopropyl)methanone (1.02 g, 4.4 mmol) was diluted in ethylene glycol (3.75 mL). Potassium hydroxide (809 mg, 14.4 mmol, 3.3 eq) and hydrazine hydrate (0.58 mL, 18 mmol, 4.2 eq) were added, and the reaction mixture was heated at 160° C. for 45 minutes behind a blast shield. The reaction was cooled to room temperature, water was added, and the pH adjusted to acidic (by pH paper) with 6M aqueous HCl. The mixture was extracted with dichloromethane, the combined organics dried ...